Dataset: the Open Reaction Database (ORD), a public repository of structured organic reaction records. Task: describe an organic reaction: reactants, conditions, products, and yield The reactants are [H-].[H-].[H-].[H-].[Li+].[Al+3] (LiAlH4), N1(C=CC2=CC=CN=C12)C(C#N)(CC=C)CC=C (2-(7-Azaindol-1-yl)-2-allyl-4-pentenenitrile), [OH-].[Na+] (sodium hydroxide). The solvent is CCOCC (ether), CCOCC (ether). The product is N1(C=CC2=CC=CN=C12)C(CN)(CC=C)CC=C (2-(7-Azaindol- 1-yl)-2-allyl-4-pentenamine). Reaction SMILES: [N:1]1([C:10]([CH2:16][CH:17]=[CH2:18])([CH2:13][CH:14]=[CH2:15])[C:11]#[N:12])[C:9]2[C:4](=[CH:5][CH:6]=[CH:7][N:8]=2)[CH:3]=[CH:2]1.[H-].[H-].[H-].[H-].[Li+].[Al+3].[OH-].[Na+]>CCOCC>[N:1]1([C:10]([CH2:16][CH:17]=[CH2:18])([CH2:13][CH:14]=[CH2:15])[CH2:11][NH2:12])[C:9]2[C:4](=[CH:5][CH:6]=[CH:7][N:8]=2)[CH:3]=[CH:2]1 |f:1.2.3.4.5.6,7.8|. Procedure details: 4 g of the compound of stage 1, dissolved in 40 ml of ether, are added to a suspension of 0.96 g (0.0253 tool) of LiAlH4 in 100 ml of ether. The mixture is heated to reflux for 3 hours. It is cooled and 5% sodium hydroxide is added at room temperature, settling is allowed to take place, the aqueous phase is washed with ether, the ether phases are dried over sodium sulphate and filtered and the filtrate is evaporated. A liquid compound is thereby obtained.